From a dataset of the Open Reaction Database (ORD), a public repository of structured organic reaction records. describe an organic reaction: reactants, conditions, products, and yield Starting materials: IC1=CC2=C(C=C1)C1=C(CN(CC1)C(=O)OC(C)(C)C)O2 (tert-butyl 7-iodo-3,4-dihydro[1]benzofuro[2,3-c]pyridine-2(1H)-carboxylate), Cl.IC1=CC2=C(C(=CO2)CCN)C=C1 (2-(6-iodo-1-benzofuran-3-yl)ethanamine hydrochloride). Product: C(C)(C)(C)OC(NCCC1=COC2=C1C=CC(=C2)I)=O (Tert-butyl[2-(6-iodo-1-benzofuran-3-yl)ethyl]carbamate). As a reaction SMILES: [I:1][C:2]1[CH:7]=[CH:6][C:5]2[C:8]3[CH2:13][CH2:12][N:11]([C:14]([O:16][C:17]([CH3:20])([CH3:19])[CH3:18])=[O:15])C[C:9]=3[O:21][C:4]=2[CH:3]=1.Cl.IC1C=CC2C(CCN)=COC=2C=1>>[C:17]([O:16][C:14](=[O:15])[NH:11][CH2:12][CH2:13][C:8]1[C:5]2[CH:6]=[CH:7][C:2]([I:1])=[CH:3][C:4]=2[O:21][CH:9]=1)([CH3:20])([CH3:18])[CH3:19] |f:1.2|. Procedure details: Synthesized as described for tert-butyl 7-iodo-3,4-dihydro[1]benzofuro[2,3-c]pyridine-2(1H)-carboxylate starting from 2-(6-iodo-1-benzofuran-3-yl)ethanamine hydrochloride. MS m/z 332 [M+H]+. 1H-NMR (400 MHz, CDCl3): δ 1.43 (s, 9H), 2.85 (t, 2H), 3.43 (q, 2H), 4.62 (bs, 1H), 7.31 (d, 1H), 7.39 (s, 1H), 7.54 (dd, 1H), 7.84 (d, 1H). Starting materials: CCOC(=O)c1cccc(-n2cnc3c(=O)n(-c4ccc(Cl)cc4)c(-c4ccc(-c5ccccc5)cc4)nc32)c1, C1CCOC1, CO, [Li+], [OH-], O, O. Product: O=C(O)c1cccc(-n2cnc3c(=O)n(-c4ccc(Cl)cc4)c(-c4ccc(-c5ccccc5)cc4)nc32)c1. RXN SMILES: [CH2:1]([CH3:2])[O:3][C:4]([c:5]1[cH:6][c:7](-[n:11]2[c:12]3[n:13][c:14](-[c:28]4[cH:29][cH:30][c:31](-[c:34]5[cH:35][cH:36][cH:37][cH:38][cH:39]5)[cH:32][cH:33]4)[n:15](-[c:21]4[cH:22][cH:23][c:24]([Cl:27])[cH:25][cH:26]4)[c:16](=[O:20])[c:17]3[n:18][cH:19]2)[cH:8][cH:9][cH:10]1)=[O:40].[CH2:43]1[O:44][CH2:45][CH2:46][CH2:47]1.[CH3:48][OH:49].[Li+:42].[OH-:41].[OH2:50].[OH2:51]>>[O:3]=[C:4]([c:5]1[cH:6][c:7](-[n:11]2[c:12]3[n:13][c:14](-[c:28]4[cH:29][cH:30][c:31](-[c:34]5[cH:35][cH:36][cH:37][cH:38][cH:39]5)[cH:32][cH:33]4)[n:15](-[c:21]4[cH:22][cH:23][c:24]([Cl:27])[cH:25][cH:26]4)[c:16](=[O:20])[c:17]3[n:18][cH:19]2)[cH:8][cH:9][cH:10]1)[OH:40]. Starting materials: C1(CC1)COC1=C(C=CC(=C1)OC)C1=C2C(=NC=C1)C(=C(N2)C)C(=O)OCC (ethyl 7-[2-(cyclopropylmethoxy)-4-methoxyphenyl]-2-methyl-1H-pyrrolo[3,2-b]pyridine-3-carboxylate), ClCOCC[Si](C)(C)C ((2-chloromethoxy-ethyl)-trimethyl-silane). The product is C1(CC1)COC1=C(C=CC(=C1)OC)C1=C2C(=NC=C1)C(=C(N2COCC[Si](C)(C)C)C)C(=O)OCC (Ethyl 7-[2-(cyclopropylmethoxy)-4-methoxyphenyl]-2-methyl-1-{[2-(trimethylsilyl)ethoxy]methyl}-1H-pyrrolo[3,2-b]pyridine-3-carboxylate). As a reaction SMILES: [CH:1]1([CH2:4][O:5][C:6]2[CH:11]=[C:10]([O:12][CH3:13])[CH:9]=[CH:8][C:7]=2[C:14]2[CH:19]=[CH:18][N:17]=[C:16]3[C:20]([C:24]([O:26][CH2:27][CH3:28])=[O:25])=[C:21]([CH3:23])[NH:22][C:15]=23)[CH2:3][CH2:2]1.Cl[CH2:30][O:31][CH2:32][CH2:33][Si:34]([CH3:37])([CH3:36])[CH3:35]>>[CH:1]1([CH2:4][O:5][C:6]2[CH:11]=[C:10]([O:12][CH3:13])[CH:9]=[CH:8][C:7]=2[C:14]2[CH:19]=[CH:18][N:17]=[C:16]3[C:20]([C:24]([O:26][CH2:27][CH3:28])=[O:25])=[C:21]([CH3:23])[N:22]([CH2:30][O:31][CH2:32][CH2:33][Si:34]([CH3:37])([CH3:36])[CH3:35])[C:15]=23)[CH2:3][CH2:2]1. Reported procedure: Starting from ethyl 7-[2-(cyclopropylmethoxy)-4-methoxyphenyl]-2-methyl-1H-pyrrolo[3,2-b]pyridine-3-carboxylate (example D.a4) and commercially available (2-chloromethoxy-ethyl)-trimethyl-silane the title compound is prepared as pale yellow viscous oil.